The task is: describe an organic reaction: reactants, conditions, products, and yield. This data is from the Open Reaction Database (ORD), a public repository of structured organic reaction records. The reactants are (1S*,2S*,4S*,5R*,6R*)-Ethyl 2-(3′-benzyl-5′-spirohydantoin)-4-hydroxybicyclo[3.1.0]hexane-6-carboxylate, N[C@@]1([C@@H]2[C@H]([C@@H]2[C@H](C1)O)C(=O)O)C(=O)O ((1S*,2S*,4S*,5R*,6R*)-2-Amino-4-hydroxybicyclo[3.1.0]hexane-2,6-dicarboxylic Acid), C(C1=CC=CC=C1)Br (benzyl bromide), [C-]#N.[K+] (KCN). Solvent: CCO.O (EtOH H2O), CCOC(=O)C (EtOAc). Conditions: temperature 40 celsius. The product is N[C@@]1([C@@H]2[C@H]([C@@H]2C(C1)=O)C(=O)O)C(=O)O ((1S*,2S*,5R*,6R*)-2-Amino-4-Oxobicyclo[3.1.0]Hexane-2,6-Dicarboxylic Acid). Isolated yield 18.9%. RXN SMILES: [NH2:1][C@@:2]1([C:12]([OH:14])=[O:13])[CH2:7][C@H:6]([OH:8])[C@@H:5]2[C@H:3]1[C@H:4]2[C:9]([OH:11])=[O:10].[C-]#N.[K+].C(Br)C1C=CC=CC=1>CCO.O.CCOC(C)=O>[NH2:1][C@@:2]1([C:12]([OH:14])=[O:13])[CH2:7][C:6](=[O:8])[C@@H:5]2[C@H:3]1[C@H:4]2[C:9]([OH:11])=[O:10] |f:1.2,4.5|. Procedure details: (1S*,2S*,4S*,5R*,6R*)-Ethyl 2-(3′-benzyl-5′-spirohydantoin)-4-hydroxybicyclo[3.1.0]hexane-6-carboxylate. To a stirred solution of the product of Example 1, step (c) (14.5 g, 78.7 mmol) in EtOH/H2O (2:1) (150 mL total volume) was added NH2CO2NH4 (18.42 g, 236 mmol) then KCN (7.68 g, 118 mmol). Upon complete addition, the reaction mixture was warmed at 40° C. for 2 days. The reaction mixture was concentrated in vacuo, partitioned with EtOAc/1N HCl, and brine. The mixture of hydantoins was extracte...